Dataset: the Open Reaction Database (ORD), a public repository of structured organic reaction records. Task: describe an organic reaction: reactants, conditions, products, and yield Reactants: CCCC[Sn](CCCC)(CCCC)c1ccccn1, Cc1ccccc1, COc1cnc(Cn2ccnc2-c2cccc(F)n2)c(Cl)n1, ClCCl, Cl[Pd]Cl, c1ccc(P(c2ccccc2)c2ccccc2)cc1, c1ccc(P(c2ccccc2)c2ccccc2)cc1. The product is COc1cnc(Cn2ccnc2-c2cccc(F)n2)c(-c2ccccn2)n1. Reaction SMILES: [CH2:23]([Sn:24]([CH2:25][CH2:26][CH2:27][CH3:34])([c:28]1[n:29][cH:30][cH:31][cH:32][cH:33]1)[CH2:35][CH2:36][CH2:37][CH3:38])[CH2:39][CH2:40][CH3:41].[CH3:42][c:43]1[cH:44][cH:45][cH:46][cH:47][cH:48]1.[Cl:1][c:2]1[c:3]([CH2:10][n:11]2[c:12](-[c:16]3[n:17][c:18]([F:22])[cH:19][cH:20][cH:21]3)[n:13][cH:14][cH:15]2)[n:4][cH:5][c:6]([O:8][CH3:9])[n:7]1.[Cl:49][CH2:50][Cl:51].[Pd:52]([Cl:53])[Cl:54].[c:55]1([P:56]([c:57]2[cH:58][cH:59][cH:60][cH:61][cH:62]2)[c:63]2[cH:64][cH:65][cH:66][cH:67][cH:68]2)[cH:69][cH:70][cH:71][cH:72][cH:73]1.[c:74]1([P:75]([c:76]2[cH:77][cH:78][cH:79][cH:80][cH:81]2)[c:82]2[cH:83][cH:84][cH:85][cH:86][cH:87]2)[cH:88][cH:89][cH:90][cH:91][cH:92]1>>[c:2]1(-[c:28]2[n:29][cH:30][cH:31][cH:32][cH:33]2)[c:3]([CH2:10][n:11]2[c:12](-[c:16]3[n:17][c:18]([F:22])[cH:19][cH:20][cH:21]3)[n:13][cH:14][cH:15]2)[n:4][cH:5][c:6]([O:8][CH3:9])[n:7]1. Procedure details: A mesyl compound (Example 3, 1 g) and sodium azide were added to dimethylformamide (20 ml), and the mixture was stirred at 100° C. for 50 minutes. After completion of the reaction, pressure was reduced to concentrate the mixture. The concentrate was diluted with a solvent mixture of chloroform and methanol (5:1), washed with water, and dried. When the solvent was evaporated, 759 mg of the title compound was obtained (91.6%). This substance was recrystallized from a solvent mixture of chloroform-... Starting materials: CS(=O)(=O)OCC1CC=2C(=C3C=CC(NC3=C(C2)C)=O)O1 (2-Methanesulfonyloxymethyl-5-methyl-2,3,6,7-tetrahydrofuro[2,3-f]quinoline-7-one), [N-]=[N+]=[N-].[Na+] (sodium azide). The product is N(=[N+]=[N-])CC1CC=2C(=C3C=CC(NC3=C(C2)C)=O)O1 (2-Azidomethyl-5-methyl-2,3,6,7-tetrahydrofuro[2,3-f]quinoline-7-one). Reaction conditions: temperature 100 celsius, time 50 minute. As a reaction SMILES: CS(O[CH2:6][CH:7]1[O:21][C:10]2=[C:11]3[C:16](=[C:17]([CH3:19])[CH:18]=[C:9]2[CH2:8]1)[NH:15][C:14](=[O:20])[CH:13]=[CH:12]3)(=O)=O.[N-:22]=[N+:23]=[N-:24].[Na+]>CN(C)C=O>[N:22]([CH2:6][CH:7]1[O:21][C:10]2=[C:11]3[C:16](=[C:17]([CH3:19])[CH:18]=[C:9]2[CH2:8]1)[NH:15][C:14](=[O:20])[CH:13]=[CH:12]3)=[N+:23]=[N-:24] |f:1.2|. The solvent is CN(C=O)C (dimethylformamide). Starting materials: C[Mg+], [I-], O=C1CCCc2c1cc1c3c(cccc23)CC1. As a reaction SMILES: [CH3:2][Mg+:3].[I-:1].[cH:4]1[cH:5][cH:6][c:7]2[c:19]3[c:10]([cH:11][c:12]4[c:17]([c:18]13)[CH2:16][CH2:15][CH2:14][C:13]4=[O:20])[CH2:9][CH2:8]2>>[CH3:2][C:13]1([OH:20])[c:12]2[cH:11][c:10]3[c:19]4[c:7]([cH:6][cH:5][cH:4][c:18]4[c:17]2[CH2:16][CH2:15][CH2:14]1)[CH2:8][CH2:9]3. Product: CC1(O)CCCc2c1cc1c3c(cccc23)CC1. Product: ClC1=CC2=CN(N=C2C(=C1)C(C(=O)OC)OCC1(CCN(CC1)C(=O)OC(C)(C)C)C1=CC=C(C=C1)F)COCC[Si](C)(C)C (tert-Butyl 4-((1-(5-chloro-2-((2-(trimethylsilyl)ethoxy)methyl)-2H-indazol-7-yl)-2-methoxy-2-oxoethoxy)methyl)-4-(4-fluorophenyl)piperidine-1-carboxylate). RXN SMILES: [F:1][C:2]1[CH:7]=[CH:6][C:5]([C:8]2([CH2:21][OH:22])[CH2:13][CH2:12][N:11]([C:14]([O:16][C:17]([CH3:20])([CH3:19])[CH3:18])=[O:15])[CH2:10][CH2:9]2)=[CH:4][CH:3]=1.[Cl:23][C:24]1[CH:32]=[C:31]([C:33](=[N+]=[N-])[C:34]([O:36][CH3:37])=[O:35])[C:30]2[C:26](=[CH:27][N:28]([CH2:40][O:41][CH2:42][CH2:43][Si:44]([CH3:47])([CH3:46])[CH3:45])[N:29]=2)[CH:25]=1>C1C=CC=CC=1.C(OCC)(=O)C.CCCCCC.CC([O-])=O.CC([O-])=O.CC([O-])=O.CC([O-])=O.[Rh+2].[Rh+2]>[Cl:23][C:24]1[CH:32]=[C:31]([CH:33]([O:22][CH2:21][C:8]2([C:5]3[CH:4]=[CH:3][C:2]([F:1])=[CH:7][CH:6]=3)[CH2:9][CH2:10][N:11]([C:14]([O:16][C:17]([CH3:18])([CH3:19])[CH3:20])=[O:15])[CH2:12][CH2:13]2)[C:34]([O:36][CH3:37])=[O:35])[C:30]2[C:26](=[CH:27][N:28]([CH2:40][O:41][CH2:42][CH2:43][Si:44]([CH3:46])([CH3:45])[CH3:47])[N:29]=2)[CH:25]=1 |f:3.4,5.6.7.8.9.10|. Solvent: C(C)(=O)OCC.CCCCCC (ethyl acetate n-hexane), C(C)(=O)OCC.CCCCCC (ethyl acetate n-hexane), C1=CC=CC=C1 (benzene), C1=CC=CC=C1 (benzene). Reagents/catalysts: CC(=O)[O-].CC(=O)[O-].CC(=O)[O-].CC(=O)[O-].[Rh+2].[Rh+2] (rhodium(II) acetate dimer). Reactants: FC1=CC=C(C=C1)C1(CCN(CC1)C(=O)OC(C)(C)C)CO (tert-butyl 4-(4-fluorophenyl)-4-(hydroxymethyl)piperidine-1-carboxylate), ClC1=CC2=CN(N=C2C(=C1)C(C(=O)OC)=[N+]=[N-])COCC[Si](C)(C)C (methyl 2-(5-chloro-2-((2-(trimethylsilyl)ethoxy)methyl)-2H-indazol-7-yl)-2-diazoacetate). Reported procedure: To a suspension of tert-butyl 4-(4-fluorophenyl)-4-(hydroxymethyl)piperidine-1-carboxylate (2.26 g, 7.30 mmol) and rhodium(II) acetate dimer (4.84 mg, 11 μmol) in benzene (4 mL) at reflux was added a solution of methyl 2-(5-chloro-2-((2-(trimethylsilyl)ethoxy)methyl)-2H-indazol-7-yl)-2-diazoacetate (1.39 g, 3.65 mmol) in benzene (3 mL) via syringe pump over 60 h. After addition was complete, the reaction was cooled. It became a very viscous solution. The reaction mixture was diluted with 20% eth... Yields the product Cc1cc(N2CC(S(=O)(=O)c3ccccc3C(F)(F)F)CC2C(=O)O)n[nH]1. Reaction SMILES: [CH3:1][O:2][C:3](=[O:4])[CH:5]1[N:6]([c:23]2[n:24][nH:25][c:26]([CH3:28])[cH:27]2)[CH2:7][CH:8]([S:10](=[O:11])(=[O:12])[c:13]2[c:14]([C:19]([F:20])([F:21])[F:22])[cH:15][cH:16][cH:17][cH:18]2)[CH2:9]1.[Li+:29].[OH-:30]>>[O:2]=[C:3]([OH:4])[CH:5]1[N:6]([c:23]2[n:24][nH:25][c:26]([CH3:28])[cH:27]2)[CH2:7][CH:8]([S:10](=[O:11])(=[O:12])[c:13]2[c:14]([C:19]([F:20])([F:21])[F:22])[cH:15][cH:16][cH:17][cH:18]2)[CH2:9]1. Starting materials: COC(=O)C1CC(S(=O)(=O)c2ccccc2C(F)(F)F)CN1c1cc(C)[nH]n1, [Li+], [OH-]. The reactants are FC1=CC=C(C=C1)C(C(=NO)C1=CC(=NC=C1)F)=O (1-(4-fluorophenyl)-2-(2-fluoropyridin-4-yl)ethane-1,2-dione 2-oxime), CC(C=O)(C)C (trimethylacetaldehyde), C(C)(=O)[O-].[NH4+] (ammonium acetate). Run in C(C)(=O)O (acetic acid). Yields the product C(C)(C)(C)C=1N(C(=C(N1)C1=CC=C(C=C1)F)C1=CC(NC=C1)=O)O (4-[2-tert-butyl-4-(4-fluorophenyl)-1-hydroxy-1H-imidazol-5-yl]pyridin-2(1H)-one). RXN SMILES: [F:1][C:2]1[CH:7]=[CH:6][C:5]([C:8](=O)[C:9]([C:12]2C=C[N:15]=[C:14](F)[CH:13]=2)=[N:10][OH:11])=[CH:4][CH:3]=1.[CH3:20][C:21]([CH3:25])([CH3:24])[CH:22]=O.[C:26]([O-:29])(=O)[CH3:27].[NH4+:30]>C(O)(=O)C>[C:21]([C:22]1[N:10]([OH:11])[C:9]([C:12]2[CH:13]=[CH:14][NH:15][C:26](=[O:29])[CH:27]=2)=[C:8]([C:5]2[CH:6]=[CH:7][C:2]([F:1])=[CH:3][CH:4]=2)[N:30]=1)([CH3:25])([CH3:24])[CH3:20] |f:2.3|. Procedure details: To a solution of 1-(4-fluorophenyl)-2-(2-fluoropyridin-4-yl)ethane-1,2-dione 2-oxime (47.3 g, 0.18 mol) in acetic acid (1 L) under nitrogen was added trimethylacetaldehyde (21.6 mL, 0.19 mol) followed by ammonium acetate (277.5 g, 3.6 mol) and then it was heated to reflux for three hours. The acetic acid was removed under reduced pressure and the remaining material was taken up in water. The pH of the solution was adjusted to 8-10 by addition of solid ammonium hydroxide and was extracted with Et...